This data is from the Open Reaction Database (ORD), a public repository of structured organic reaction records. The task is: describe an organic reaction: reactants, conditions, products, and yield Starting materials: Cl (HCl), C1(CC1)C(C)=O (1-cyclopropylethanone), C(C(=O)OCC)(=O)OCC (diethyl oxalate), [Na] (Sodium). Solvent: C(C)O (ethanol), O (water). Yields the product C1(CC1)C(CC(C(=O)OCC)=O)=O (ethyl 4-cyclopropyl-2,4-dioxobutanoate). As a reaction SMILES: [Na].[CH:2]1([C:5](=[O:7])[CH3:6])[CH2:4][CH2:3]1.[C:8](OCC)(=[O:14])[C:9]([O:11][CH2:12][CH3:13])=[O:10].Cl>C(O)C.O>[CH:2]1([C:5](=[O:7])[CH2:6][C:8](=[O:14])[C:9]([O:11][CH2:12][CH3:13])=[O:10])[CH2:4][CH2:3]1 |^1:0|. Procedure details: Sodium metal (2.411 g, 105 mmol) was dissolved in ethanol (50 mL). The solution was heated to reflux followed by addition of a mixture of 1-cyclopropylethanone (8.4 g, 100 mmol) and diethyl oxalate (14.59 g, 100 mmol) dropwise over 30 minutes. The reaction mixture was heated at reflux for an additional 2 h, and then allowed to cool to room temperature over a 2 d period. The contents were diluted with water (200 mL) and acidified by dropwise addition of 6N HCl. The contents were extracted with Et...